From a dataset of the Open Reaction Database (ORD), a public repository of structured organic reaction records. describe an organic reaction: reactants, conditions, products, and yield The reactants are [OH-].[Na+] (NaOH), [OH-].[Na+] (NaOH), OO (hydrogen peroxide), [OH-].[Na+] (NaOH), OO (hydrogen peroxide), C1(=CC=CC=C1)CN1CCC(=CC1)CO (1,2,3,6-tetrahydro-1-(phenylmethyl)-4-pyridinemethanol), B (borane). The solvent is O (water), C1CCOC1 (THF), C1CCOC1 (THF). Conditions: time 18 hour. Yields the product C1(=CC=CC=C1)CN1C[C@H]([C@@H](CC1)CO)O ((±)-trans-1-(phenylmethyl)-3-hydroxy-4-piperidinemethanol). Yield: 50.1%. Reaction SMILES: [C:1]1([CH2:7][N:8]2[CH2:13][CH:12]=[C:11]([CH2:14][OH:15])[CH2:10][CH2:9]2)[CH:6]=[CH:5][CH:4]=[CH:3][CH:2]=1.B.[OH-:17].[Na+].OO>C1COCC1.O>[C:1]1([CH2:7][N:8]2[CH2:9][CH2:10][C@@H:11]([CH2:14][OH:15])[C@H:12]([OH:17])[CH2:13]2)[CH:2]=[CH:3][CH:4]=[CH:5][CH:6]=1 |f:2.3|. Procedure: A mixture 1,2,3,6-tetrahydro-1-(phenylmethyl)-4-pyridinemethanol (0.367 mol) and THF (1000 ml) was stirred at -70° C. and a solution of borane in THF (1 M) was added dropwise thereto. After the addition, the reaction mixture was allowed to warm up to room temperature and stirred at room temperature for 18 h. The reaction mixture was cooled to -10° C. and water (23 ml) was added dropwise, NaOH (3M in water, 18 ml) was added dropwise and hydrogen peroxide (30% solution in water, 28 ml) was added d...